The task is: describe an organic reaction: reactants, conditions, products, and yield. This data is from the Open Reaction Database (ORD), a public repository of structured organic reaction records. The reactants are ClC1=C(C=C(C(=C1)F)N1C(C=2C(C1=O)=CC=CC2)=O)O (2-Chloro-4-fluoro-5-(phthalimido)phenol), ice water, [N+](=O)(O)[O-] (nitric acid). The product is ClC1=CC(=C(C(=C1O)[N+](=O)[O-])N1C(C=2C(C1=O)=CC=CC2)=O)F (6-chloro-4-fluoro-2-nitro-3(phthalimido)phenol). RXN SMILES: [Cl:1][C:2]1[CH:7]=[C:6]([F:8])[C:5]([N:9]2[C:13](=[O:14])[C:12]3=[CH:15][CH:16]=[CH:17][CH:18]=[C:11]3[C:10]2=[O:19])=[CH:4][C:3]=1[OH:20].[N+:21]([O-])([OH:23])=[O:22]>>[Cl:1][C:2]1[C:3]([OH:20])=[C:4]([N+:21]([O-:23])=[O:22])[C:5]([N:9]2[C:10](=[O:19])[C:11]3=[CH:18][CH:17]=[CH:16][CH:15]=[C:12]3[C:13]2=[O:14])=[C:6]([F:8])[CH:7]=1. Procedure: 2-Chloro-4-fluoro-5-(phthalimido)phenol (5.0 g, 17.1 mmol) was slowly added with stirring to con. nitric acid (50 ml) at −10° C. Solution was then warned to ambient temperature. and allowed to stir for 0.5 hr. Addition to ice-water resulted in a light yellow precipitate which was separated by filtration to afford the title compound (5.5 g); 1H NMR (CDCl3+CD3OD, 300 MHz) 4.36 (H, br s), 7.61 (1H, d, J=8.6 Hz), 7.88 (2H, dd, J=3.0, 5.5 Hz), 7.99 (2H, dd, J=3.0, 5.5 Hz) ppm.